Dataset: the Open Reaction Database (ORD), a public repository of structured organic reaction records. Task: describe an organic reaction: reactants, conditions, products, and yield Starting materials: ClC1=CC=C(CNC(=O)C=2C(C3=C(N(C2)C)C(=C(S3)CCl)C)=O)C=C1 (N-(4-chlorobenzyl)-2-(chloromethyl)-3,4-dimethyl-7-oxo-4,7-dihydrothieno[3,2-b]pyridine-6-carboxamide), O1C=C(C=C1)C(CNC)O (1-(3-furyl)-2-(methylamino)ethanol), C(C)(C)N(CC)C(C)C (diisopropylethylamine). Run in CN(C)C=O (DMF), O (water). Run at time 24 hour. Product: ClC1=CC=C(CNC(=O)C=2C(C3=C(N(C2)C)C(=C(S3)CN(C)CC(O)C3=COC=C3)C)=O)C=C1 (N-(4-chlorobenzyl)-2-{[[2-(3-furyl)-2-hydroxyethyl](methyl)amino]methyl}-3,4-dimethyl-7-oxo-4,7-dihydrothieno[3,2-b]pyridine-6-carboxamide). Isolated yield 81.6%. As a reaction SMILES: [Cl:1][C:2]1[CH:25]=[CH:24][C:5]([CH2:6][NH:7][C:8]([C:10]2[C:11](=[O:23])[C:12]3[S:19][C:18]([CH2:20]Cl)=[C:17]([CH3:22])[C:13]=3[N:14]([CH3:16])[CH:15]=2)=[O:9])=[CH:4][CH:3]=1.[O:26]1[CH:30]=[CH:29][C:28]([CH:31]([OH:35])[CH2:32][NH:33][CH3:34])=[CH:27]1.C(N(C(C)C)CC)(C)C>CN(C=O)C.O>[Cl:1][C:2]1[CH:25]=[CH:24][C:5]([CH2:6][NH:7][C:8]([C:10]2[C:11](=[O:23])[C:12]3[S:19][C:18]([CH2:20][N:33]([CH2:32][CH:31]([C:28]4[CH:29]=[CH:30][O:26][CH:27]=4)[OH:35])[CH3:34])=[C:17]([CH3:22])[C:13]=3[N:14]([CH3:16])[CH:15]=2)=[O:9])=[CH:4][CH:3]=1. Reported procedure: A mixture of N-(4-chlorobenzyl)-2-(chloromethyl)-3,4-dimethyl-7-oxo-4,7-dihydrothieno[3,2-b]pyridine-6-carboxamide (100 mg, 0.25 mmol), 1-(3-furyl)-2-(methylamino)ethanol (Preparation 64) (54 mg, 0.38 mmol) and diisopropylethylamine (67 μL, 0.38 mmol) in dry DMF (5.0 mL) was stirred at room temperature for 24 hours. The solution was diluted with water (15 mL). The resulting milky suspension was stirred vigorously for 30 minutes, and then left standing overnight at room temp. The mixture was filt... Starting materials: resultant mixture, C(C)(=O)C=1SC(=CC1)C#CC1=CC=CC=C1 (2-acetyl-5-(phenylethynyl)thiophene), C(C(=O)OCC)(=O)OCC (diethyl oxalate), [O-]CC.[Na+] (sodium ethoxide). Run in ClCCl (dichloromethane), C1CCOC1 (THF). Run at time 5 hour. Yields the product O=C(C(=O)O)CC(C=1SC(=CC1)CCC1=CC=CC=C1)=O (2,4-dioxo-4-(5-phenethylthiophen-2-yl)butanoic acid). Reaction SMILES: [C:1]([C:4]1[S:5][C:6]([C:9]#[C:10][C:11]2[CH:16]=[CH:15][CH:14]=[CH:13][CH:12]=2)=[CH:7][CH:8]=1)(=[O:3])[CH3:2].[C:17](OCC)(=[O:23])[C:18]([O:20]CC)=[O:19].[O-]CC.[Na+]>C1COCC1.ClCCl>[O:23]=[C:17]([CH2:2][C:1](=[O:3])[C:4]1[S:5][C:6]([CH2:9][CH2:10][C:11]2[CH:16]=[CH:15][CH:14]=[CH:13][CH:12]=2)=[CH:7][CH:8]=1)[C:18]([OH:20])=[O:19] |f:2.3|. Procedure details: A mixture of 2-acetyl-5-(phenylethynyl)thiophene (1.81 g, 8.02 mmol), diethyl oxalate (2.17 mL, 16 mmol), and sodium ethoxide (1.09 g, 16 mmol) in anhydrous THF (25 mL) was stirred at rt under an atmosphere of argon for 5 hr. The resultant mixture was diluted with dichloromethane, and washed successively with dilute HCl, and brine. The organic extract was dried over anhydrous magnesium sulfate, filtered, and concentrated under vacuum to provide yellow solid. Recrystallization of the solid from a... The reactants are C(C1=CC=CC=C1)OC=1C(=CC(=C2C=CC=NC12)Cl)CC=O ([8-(benzyloxy)-5-chloroquinolin-7-yl]acetaldehyde), solution, N1(CCCC1)CC=1C=C(C=CC1)[Mg]Br ([3-(1-pyrrolidinylmethyl)phenyl]magnesium bromide). Solvent: O1CCCC1 (tetrahydrofuran), O1CCCC1 (tetrahydrofuran). Conditions: temperature -78 celsius, time 20 minute. The product is C(C1=CC=CC=C1)OC=1C(=CC(=C2C=CC=NC12)Cl)CC(O)C1=CC(=CC=C1)CN1CCCC1 (2-(8-benzyloxy-5-chloro-quinolin-7-yl)-1-(3-pyrrolidin-1-ylmethyl-phenyl)-ethanol). RXN SMILES: [CH2:1]([O:8][C:9]1[C:10]([CH2:20][CH:21]=[O:22])=[CH:11][C:12]([Cl:19])=[C:13]2[C:18]=1[N:17]=[CH:16][CH:15]=[CH:14]2)[C:2]1[CH:7]=[CH:6][CH:5]=[CH:4][CH:3]=1.[N:23]1([CH2:28][C:29]2[CH:30]=[C:31]([Mg]Br)[CH:32]=[CH:33][CH:34]=2)[CH2:27][CH2:26][CH2:25][CH2:24]1>O1CCCC1>[CH2:1]([O:8][C:9]1[C:10]([CH2:20][CH:21]([C:31]2[CH:32]=[CH:33][CH:34]=[C:29]([CH2:28][N:23]3[CH2:24][CH2:25][CH2:26][CH2:27]3)[CH:30]=2)[OH:22])=[CH:11][C:12]([Cl:19])=[C:13]2[C:18]=1[N:17]=[CH:16][CH:15]=[CH:14]2)[C:2]1[CH:7]=[CH:6][CH:5]=[CH:4][CH:3]=1. Reported procedure: To a stirring solution of [8-(benzyloxy)-5-chloroquinolin-7-yl]acetaldehyde (10.54 mmol) in tetrahydrofuran (75 mL) at −78° C. was slowly added a 0.25M solution of [3-(1-pyrrolidinylmethyl)phenyl]magnesium bromide in tetrahydrofuran (12.50 mmol, 1.2 eq.) and stirring at −78° C. was continued for 20 min. The reaction mixture was then quenched with saturated aqueous ammonium chloride solution (10 mL) and allowed to warm to room temperature. The mixture was then diluted with saturated aqueous ammon... Reactants: N (ammonia), N1=CC(=CC=C1)CC=1C=C(C=C(C1)CCNS(=O)(=O)CC(F)(F)F)CCC(=O)OCC (ethyl 3-{3-(3-pyridylmethyl)-5-[2-(2,2,2-trifluoroethylsulphonylamino)ethyl]phenyl}propanoate), C(C)(=O)O (acetic acid). Run in Cl (hydrochloric acid). Yields the product N1=CC(=CC=C1)CC=1C=C(C=C(C1)CCNS(=O)(=O)CC(F)(F)F)CCC(=O)O (3-{3-(3-Pyridylmethyl)-5-[2-(2,2,2-trifluoroethylsulphonylamino)ethyl]phenyl}propanoic acid). Isolated yield 70.6%. As a reaction SMILES: [N:1]1[CH:6]=[CH:5][CH:4]=[C:3]([CH2:7][C:8]2[CH:9]=[C:10]([CH2:25][CH2:26][C:27]([O:29]CC)=[O:28])[CH:11]=[C:12]([CH2:14][CH2:15][NH:16][S:17]([CH2:20][C:21]([F:24])([F:23])[F:22])(=[O:19])=[O:18])[CH:13]=2)[CH:2]=1.N.C(O)(=O)C>Cl>[N:1]1[CH:6]=[CH:5][CH:4]=[C:3]([CH2:7][C:8]2[CH:9]=[C:10]([CH2:25][CH2:26][C:27]([OH:29])=[O:28])[CH:11]=[C:12]([CH2:14][CH2:15][NH:16][S:17]([CH2:20][C:21]([F:23])([F:24])[F:22])(=[O:18])=[O:19])[CH:13]=2)[CH:2]=1. Procedure details: A stirred solution of ethyl 3-{3-(3-pyridylmethyl)-5-[2-(2,2,2-trifluoroethylsulphonylamino)ethyl]phenyl}propanoate (Example 10; 400 mg) in 6N hydrochloric acid (4.0 ml) was heated at 100° C. for 4 hours. The cool solution was basified with aqueous ammonia solution (SG 0.880) and then re-acidified by the dropwise addition of glacial acetic acid. The mixture was extracted several times with ethyl acetate and the combined extracts were washed with water and dried (MgSO4). Evaporation under vacuum ... Starting materials: C(C)N(C(C)C)C(C)C (N-ethyl-N-propan-2-ylpropan-2-amine), ClC=1N=CC(=NC1)C(=O)NC=1NN=C(C1)CCC1=CC(=CC(=C1)OC)OC (5-Chloro-N-[5-[2-(3,5-dimethoxyphenyl)ethyl]-2H-pyrazol-3-yl]pyrazine-2-carboxamide), CN1[C@@H](CNC[C@@H]1C)C ((2R,6S)-1,2,6-trimethylpiperazine), C[C@@H]1N([C@@H](CNC1)C)CC#N (2-[(2S,6R)-2,6-dimethylpiperazin-1-yl]acetonitrile). Solvent: CS(=O)C (dimethylsulfoxide), CO (methanol). Reaction conditions: time 2 hour. Yields the product C(#N)CN1[C@@H](CN(C[C@@H]1C)C=1N=CC(=NC1)C(=O)NC=1NN=C(C1)CCC1=CC(=CC(=C1)OC)OC)C (5-[(3R,5S)-4-(cyanomethyl)-3,5-dimethylpiperazin-1-yl]-N-[5-[2-(3,5-dimethoxyphenyl)ethyl]-2H-pyrazol-3-yl]pyrazine-2-carboxamide). The yield is 21.8%. RXN SMILES: Cl[C:2]1[N:3]=[CH:4][C:5]([C:8]([NH:10][C:11]2[NH:12][N:13]=[C:14]([CH2:16][CH2:17][C:18]3[CH:23]=[C:22]([O:24][CH3:25])[CH:21]=[C:20]([O:26][CH3:27])[CH:19]=3)[CH:15]=2)=[O:9])=[N:6][CH:7]=1.CN1[C@@H](C)CNC[C@H]1C.[CH3:37][C@H:38]1[CH2:43][NH:42][CH2:41][C@@H:40]([CH3:44])[N:39]1[CH2:45][C:46]#[N:47].C(N(C(C)C)C(C)C)C>CS(C)=O.CO>[C:46]([CH2:45][N:39]1[C@@H:38]([CH3:37])[CH2:43][N:42]([C:2]2[N:3]=[CH:4][C:5]([C:8]([NH:10][C:11]3[NH:12][N:13]=[C:14]([CH2:16][CH2:17][C:18]4[CH:23]=[C:22]([O:24][CH3:25])[CH:21]=[C:20]([O:26][CH3:27])[CH:19]=4)[CH:15]=3)=[O:9])=[N:6][CH:7]=2)[CH2:41][C@H:40]1[CH3:44])#[N:47]. Procedure: 5-Chloro-N-[5-[2-(3,5-dimethoxyphenyl)ethyl]-2H-pyrazol-3-yl]pyrazine-2-carboxamide (271 mg, 0.70 mmol) was added in one portion to a 3:1 mixture of (2R,6S)-1,2,6-trimethylpiperazine and 2-[(2S,6R)-2,6-dimethylpiperazin-1-yl]acetonitrile (180 mg, 1.40 mmol) in anhydrous dimethylsulfoxide (1.40 ml) at 25° C. The resulting solution was stirred at ambient temperature for 2 h. The reaction was incomplete and N-ethyl-N-propan-2-ylpropan-2-amine (0.24 ml, 1.40 mmol) was added and the solution was stir... Procedure details: By the procedure of Example 14, 2-benzyl-2-(2-pyridyl)thioacetamide is reacted with morpholine and formaldehyde to give 2-benzyl-N-morpholinomethyl-2-(2-pyridyl)thioacetamide. The reactants are C(C1=CC=CC=C1)C(C(=S)N)C1=NC=CC=C1 (2-benzyl-2-(2-pyridyl)thioacetamide), N1CCOCC1 (morpholine), C=O (formaldehyde). As a reaction SMILES: [CH2:1]([CH:8]([C:12]1[CH:17]=[CH:16][CH:15]=[CH:14][N:13]=1)[C:9]([NH2:11])=[S:10])[C:2]1[CH:7]=[CH:6][CH:5]=[CH:4][CH:3]=1.[NH:18]1[CH2:23][CH2:22][O:21][CH2:20][CH2:19]1.[CH2:24]=O>>[CH2:1]([CH:8]([C:12]1[CH:17]=[CH:16][CH:15]=[CH:14][N:13]=1)[C:9]([NH:11][CH2:24][N:18]1[CH2:23][CH2:22][O:21][CH2:20][CH2:19]1)=[S:10])[C:2]1[CH:3]=[CH:4][CH:5]=[CH:6][CH:7]=1. The product is C(C1=CC=CC=C1)C(C(=S)NCN1CCOCC1)C1=NC=CC=C1 (2-benzyl-N-morpholinomethyl-2-(2-pyridyl)thioacetamide). Reactants: CN1CCC(N(C)c2cccc(N)n2)CC1, O=C(Cl)C1CCCCC1, c1ccncc1. The product is CN1CCC(N(C)c2cccc(NC(=O)C3CCCCC3)n2)CC1, Cl. RXN SMILES: [CH3:1][N:2]([c:3]1[n:4][c:5]([NH2:9])[cH:6][cH:7][cH:8]1)[CH:10]1[CH2:11][CH2:12][N:13]([CH3:16])[CH2:14][CH2:15]1.[CH:17]1([C:23](=[O:24])[Cl:25])[CH2:18][CH2:19][CH2:20][CH2:21][CH2:22]1.[cH:26]1[cH:27][cH:28][n:29][cH:30][cH:31]1>>[CH3:1][N:2]([c:3]1[n:4][c:5]([NH:9][C:23]([CH:17]2[CH2:18][CH2:19][CH2:20][CH2:21][CH2:22]2)=[O:24])[cH:6][cH:7][cH:8]1)[CH:10]1[CH2:11][CH2:12][N:13]([CH3:16])[CH2:14][CH2:15]1.[ClH:25]. Starting materials: O=C([O-])O, CC(C)O, CC(C)(C)OC(=O)NCCn1ccc2ncnc(Cl)c21, Nc1ccc(Oc2cccc(OC(F)(F)F)c2)c(Cl)c1, [Na+]. The product is CC(C)(C)OC(=O)NCCn1ccc2ncnc(Nc3ccc(Oc4cccc(OC(F)(F)F)c4)c(Cl)c3)c21. RXN SMILES: [C:41](=[O:42])([O-:43])[OH:44].[CH:46]([OH:47])([CH3:48])[CH3:49].[Cl:1][c:2]1[c:3]2[c:4]([n:5][cH:6][n:7]1)[cH:8][cH:9][n:10]2[CH2:11][CH2:12][NH:13][C:14]([O:15][C:16]([CH3:17])([CH3:18])[CH3:19])=[O:20].[Cl:21][c:22]1[cH:23][c:24]([NH2:25])[cH:26][cH:27][c:28]1[O:29][c:30]1[cH:31][c:32]([O:36][C:37]([F:38])([F:39])[F:40])[cH:33][cH:34][cH:35]1.[Na+:45]>>[c:2]1([NH:25][c:24]2[cH:23][c:22]([Cl:21])[c:28]([O:29][c:30]3[cH:31][c:32]([O:36][C:37]([F:38])([F:39])[F:40])[cH:33][cH:34][cH:35]3)[cH:27][cH:26]2)[c:3]2[c:4]([n:5][cH:6][n:7]1)[cH:8][cH:9][n:10]2[CH2:11][CH2:12][NH:13][C:14]([O:15][C:16]([CH3:17])([CH3:18])[CH3:19])=[O:20].